Dataset: the Open Reaction Database (ORD), a public repository of structured organic reaction records. Task: describe an organic reaction: reactants, conditions, products, and yield Starting materials: FC=1C=C(C=C(C1F)F)Br (3,4,5-trifluorobromobenzene), [OH-].[K+] (potassium hydroxide), C(C)O (ethanol), three, C(C)O (ethanol). Conditions: time 3 hour. Yields the product FC=1C=C(C=C(C1F)OCC)Br (3,4-difluoro-5-ethoxybromobenzene). As a reaction SMILES: F[C:2]1[CH:3]=[C:4]([Br:10])[CH:5]=[C:6]([F:9])[C:7]=1[F:8].[OH-].[K+].[CH2:13]([OH:15])[CH3:14]>>[F:9][C:6]1[CH:5]=[C:4]([Br:10])[CH:3]=[C:2]([O:15][CH2:13][CH3:14])[C:7]=1[F:8] |f:1.2|. Procedure: To a 500 ml three neck flask provided with a stirrer, thermometer, and cooling tube were added 25.0 g (118.5 mmol) of 3,4,5-trifluorobromobenzene, 19.9 g (355.5 mmol) of potassium hydroxide, and 20 ml of ethanol, and heated to reflux while being stirred for 3 hours. After finishing of the reaction, unreacted ethanol was distilled off under a reduced pressure, 200 ml of water was added thereto, and it was extracted with 200 ml of diethyl ether. The extract was washed with water (150 ml) thrice an... The reactants are suspension, CC=1NC(=C(C(C1C(=O)OC)C1=CC(=CC=C1)[N+](=O)[O-])C(=O)OCCBr)C (3-methyl 5-(2-bromoethyl) (±)-1,4-dihydro-2,6-dimethyl-4-(3-nitrophenyl)-pyridine-3,5-dicarboxylate), C(C)OCCl (chloromethyl ethyl ether), [H-].[Na+] (sodium hydride), paraffin, C1(=CC=CC=C1)C (toluene). Solvent: O1CCCC1 (tetrahydrofuran), O1CCCC1 (tetrahydrofuran), O (water). Reaction conditions: temperature 0 celsius. The product is C(C)OCN1C(=C(C(C(=C1C)C(=O)OCCBr)C1=CC(=CC=C1)[N+](=O)[O-])C(=O)OC)C (3-Methyl 5-(2-bromoethyl) (±)-1-ethoxymethyl-1,4-dihydro-2,6-dimethyl-4-(3-nitrophenyl)-pyridine-3,5-dicarboxylate). Yield: 72.5%. Reaction SMILES: [H-].[Na+].[CH3:3][C:4]1[NH:5][C:6]([CH3:29])=[C:7]([C:23]([O:25][CH2:26][CH2:27][Br:28])=[O:24])[CH:8]([C:14]2[CH:19]=[CH:18][CH:17]=[C:16]([N+:20]([O-:22])=[O:21])[CH:15]=2)[C:9]=1[C:10]([O:12][CH3:13])=[O:11].[CH2:30]([O:32][CH2:33]Cl)[CH3:31].C1(C)C=CC=CC=1>O1CCCC1.O>[CH2:30]([O:32][CH2:33][N:5]1[C:6]([CH3:29])=[C:7]([C:23]([O:25][CH2:26][CH2:27][Br:28])=[O:24])[CH:8]([C:14]2[CH:19]=[CH:18][CH:17]=[C:16]([N+:20]([O-:22])=[O:21])[CH:15]=2)[C:9]([C:10]([O:12][CH3:13])=[O:11])=[C:4]1[CH3:3])[CH3:31] |f:0.1|. Reported procedure: 10.65 g of a 80% suspension of sodium hydride in liquid paraffin are suspended in 300 ml of anhydrous tetrahydrofuran. A solution of 120 g of 3-methyl 5-(2-bromoethyl) (±)-1,4-dihydro-2,6-dimethyl-4-(3-nitrophenyl)-pyridine-3,5-dicarboxylate and 28.4 g of chloromethyl ethyl ether in 300 ml of anhydrous tetrahydrofuran is slowly added dropwise in the course of 4 h at -5° to -7° C., while stirring. After the mixture has been stirred for a further hour at 0° C., 600 ml of toluene and 210 ml of wate...